From a dataset of the Open Reaction Database (ORD), a public repository of structured organic reaction records. describe an organic reaction: reactants, conditions, products, and yield Starting materials: FC1=CC=C(C=C1)C1C(N(CC1)CC(=O)O)=O (2-(3-(4-fluorophenyl)-2-oxopyrrolidin-1-yl)acetic acid), C1(=CC=CC=C1)C1(CNCC1)C1=CC=CC=C1 (3,3-diphenylpyrrolidine), FC1=CC=C(C=C1)C1(C(N(CCC1)CC(=O)O)=O)C1=CC=C(C=C1)F (2-(3,3-bis(4-fluorophenyl)-2-oxopiperidin-1-yl)acetic acid), FC1=CC=C2CCNCC2=C1 (7-fluoro-1,2,3,4-tetrahydroisoquinoline). The product is FC1=CC=C2CCN(CC2=C1)C(CN1C(C(CC1)C1=CC=C(C=C1)F)=O)=O (1-[2-(7-fluoro-3,4-dihydroisoquinolin-2(1H)-yl)-2-oxoethyl]-3-(4-fluorophenyl)pyrrolidin-2-one). Reaction SMILES: [F:1][C:2]1[CH:7]=[CH:6][C:5]([CH:8]2[CH2:12][CH2:11][N:10]([CH2:13][C:14]([OH:16])=O)[C:9]2=[O:17])=[CH:4][CH:3]=1.FC1C=CC([C:25]2([C:36]3[CH:41]=[CH:40][C:39]([F:42])=[CH:38][CH:37]=3)CCC[N:27]([CH2:31]C(O)=O)[C:26]2=O)=CC=1.FC1C=C2C(CCNC2)=CC=1.C1(C2(C3C=CC=CC=3)CCNC2)C=CC=CC=1>>[F:42][C:39]1[CH:38]=[C:37]2[C:36]([CH2:25][CH2:26][N:27]([C:14](=[O:16])[CH2:13][N:10]3[CH2:11][CH2:12][CH:8]([C:5]4[CH:4]=[CH:3][C:2]([F:1])=[CH:7][CH:6]=4)[C:9]3=[O:17])[CH2:31]2)=[CH:41][CH:40]=1. Procedure details: The title compound was prepared using the procedure described in Example 172 substituting 2-(3-(4-fluorophenyl)-2-oxopyrrolidin-1-yl)acetic acid from Example 216A for 2-(3,3-bis(4-fluorophenyl)-2-oxopiperidin-1-yl)acetic acid and 7-fluoro-1,2,3,4-tetrahydroisoquinoline for 3,3-diphenylpyrrolidine. 1H NMR (300 MHz, CDCl3) δ ppm 7.36-7.20 (m, 2H), 7.16-6.96 (m, 3H), 6.95-6.75 (m, 2H), 4.66 (d, J=26.3, 2H), 4.34 (d, J=16.0, 1H), 4.22-4.03 (m, 1H), 3.83 (dd, J=5.7, 11.4, 1H), 3.75-3.49 (m, 4H), 2.87...